This data is from the Open Reaction Database (ORD), a public repository of structured organic reaction records. The task is: describe an organic reaction: reactants, conditions, products, and yield Solvent: CS(=O)C (DMSO), O (water). Starting materials: C([O-])([O-])=O.[K+].[K+] (potassium carbonate), C(CCC)N (n-butylamine), C1=C(C=CC2=CC=CC=C12)OCCCCl (3-(2-naphthyloxy)-1-chloropropane). Product: C(CCC)NCCCOC1=CC2=CC=CC=C2C=C1 (N-(n-butyl)-(3-(naphthalen-2-yloxy)propyl)amine). Reaction conditions: temperature 135 celsius. RXN SMILES: C(=O)([O-])[O-].[K+].[K+].[CH2:7]([NH2:11])[CH2:8][CH2:9][CH3:10].[CH:12]1[C:21]2[C:16](=[CH:17][CH:18]=[CH:19][CH:20]=2)[CH:15]=[CH:14][C:13]=1[O:22][CH2:23][CH2:24][CH2:25]Cl>CS(C)=O.O>[CH2:7]([NH:11][CH2:25][CH2:24][CH2:23][O:22][C:13]1[CH:14]=[CH:15][C:16]2[C:21](=[CH:20][CH:19]=[CH:18][CH:17]=2)[CH:12]=1)[CH2:8][CH2:9][CH3:10] |f:0.1.2|. Reported procedure: A mixture of anhydrous potassium carbonate (10 gm, in excess) and n-butylamine (0.34 ml, 0.003 mole) was taken in dry DMSO (40 ml). Now 3-(2-naphthyloxy)-1-chloropropane (0.5 gm, 0.002 mole) was added in it. Reaction mixture was refluxed at 135° C. for 7 hrs and the reaction was completed as checked by TLC. Reaction mixture was poured in distilled water (60 ml) and extracted with ethyl acetate thrice. The organic layer was separated and concentrated to get oily compound which was later crystalli... The reactants are CC(=O)C(=O)N1CCCC1C(=O)O, CC(=O)[O-], [NH4+]. The product is CC(N)C(=O)N1CCCC1C(=O)O. As a reaction SMILES: [C:6]([C:7](=[O:8])[CH3:9])(=[O:10])[N:11]1[CH:12]([C:13](=[O:14])[OH:15])[CH2:16][CH2:17][CH2:18]1.[CH3:2][C:3](=[O:4])[O-:5].[NH4+:1]>>[NH2:1][CH:7]([C:6](=[O:10])[N:11]1[CH:12]([C:13](=[O:14])[OH:15])[CH2:16][CH2:17][CH2:18]1)[CH3:9]. Starting materials: ice water, CC1(C(C(C2=CC=CC=C12)(C)C)C)C (1,1,2,3,3-pentamethyl indane), C1(CCC(=O)O1)=O (succinic anhydride), [Cl-].[Al+3].[Cl-].[Cl-] (aluminum chloride). The solvent is ClCCCl (1,2-dichloroethane). Run at time 3 hour. Product: CC1(C(C(C2=CC(=CC=C12)C(CCC(=O)O)=O)(C)C)C)C (4-(1,1,2,3,3-pentamethyl-5-indanyl)-4-oxo butyric acid). Isolated yield 41.9%. As a reaction SMILES: [CH3:1][C:2]1([CH3:14])[C:10]2[C:5](=[CH:6][CH:7]=[CH:8][CH:9]=2)[C:4]([CH3:12])([CH3:11])[CH:3]1[CH3:13].[C:15]1(=[O:21])[O:20][C:18](=[O:19])[CH2:17][CH2:16]1.[Cl-].[Al+3].[Cl-].[Cl-]>ClCCCl>[CH3:11][C:4]1([CH3:12])[C:5]2[C:10](=[CH:9][C:8]([C:15](=[O:21])[CH2:16][CH2:17][C:18]([OH:20])=[O:19])=[CH:7][CH:6]=2)[C:2]([CH3:14])([CH3:1])[CH:3]1[CH3:13] |f:2.3.4.5|. Reported procedure: To a solution of 11 g of 1,1,2,3,3-pentamethyl indane (0.058 mole) and 7 g of succinic anhydride (0.07 mole) in 100 cm3 of anhydrous 1,2-dichloroethane, stirred at 0° C., there are added, by small portions, 9.4 g of aluminum chloride in a manner such that the temperature remains lower than 30° C. The reaction mixture is stirred for 3 hours at ambient temperature and then poured into 250 cm3 of ice water. The organic phase is decanted and the aqueous phase is extracted twice with 1,2-dichloroetha... Reactants: S([O-])[O-].C=O.[Na+].[Na+] (sodium formaldehyde sulfoxylate), C=CC1=CC=CC=C1 (styrene), S(=O)(=O)([O-])OOS(=O)(=O)[O-].[K+].[K+] (potassium persulfate), O (water), C=CC1=CC=CC=C1 (styrene), O (water). Reaction conditions: temperature 80 celsius, time 1 hour. Yields the product C(C(=C)C)(=O)OC.C=CC=C.C=CC1=CC=CC=C1 (methyl methacrylate styrene-butadiene). RXN SMILES: S(OOS([O-])(=O)=O)([O-])(=O)=O.[K+].[K+].S([O-])[O-].[CH2:16]=[O:17].[Na+].[Na+].[CH2:20]=[CH:21][C:22]1[CH:27]=[CH:26][CH:25]=[CH:24][CH:23]=1.[OH2:28]>>[C:21]([O:17][CH3:16])(=[O:28])[C:22]([CH3:27])=[CH2:23].[CH2:20]=[CH:21][CH:22]=[CH2:23].[CH2:20]=[CH:21][C:22]1[CH:27]=[CH:26][CH:25]=[CH:24][CH:23]=1 |f:0.1.2,3.4.5.6,9.10.11|. Procedure details: A methyl methacrylate-styrene-butadiene multi-stage graft copolymer was prepared as follows. Initially, 1.36 grams of potassium persulfate was dissolved in 98.64 grams of distilled water. Then, 0.68 gram of sodium formaldehyde sulfoxylate (Hydrosulfite AWC PEA) was weighed into a 100 ml. volumetric flask and brought up to volume with distilled water. Into a three-neck flask was weighed 65.94 grams of 45.5% of a carboxylated SBR latex with 39% bound styrene (Polysar 6500-LS, Polysar Ltd.) and 34.... The reactants are C1(CCC1)NC(=O)C=1NC=C(C1)C(=O)C=1C(=NOC1C)C1=CC(=CC=C1)F (4-[5-methyl-3-(3-fluorophenyl)-isoxazole-4-carbonyl)-1H-pyrrole-2-carboxylic acid cyclobutylamide), C1(CC1)CNC(=O)C=1N(C=C(C1)C(=O)C=1C(=NOC1C)C1=CC=C(C=C1)F)C (4-(5-methyl-3-(4-fluorophenyl)-isoxazole-4-carbonyl)-1-methyl-pyrrole-2-carboxylic acid (cyclopropylmethyl)-amide). Product: C1(CCC1)NC(=O)C=1N(C=C(C1)C(=O)C=1C(=NOC1C)C1=CC(=CC=C1)F)C (4-[3-(3-Fluoro-phenyl)-5-methyl-isoxazole-4-carbonyl]-1-methyl-1H-pyrrole-2-carboxylic acid cyclobutylamide). Yield: 34.2%. Reaction SMILES: [CH:1]1([CH2:4][NH:5][C:6]([C:8]2[N:9]([CH3:28])[CH:10]=[C:11]([C:13]([C:15]3[C:16]([C:21]4[CH:26]=[CH:25][C:24](F)=[CH:23][CH:22]=4)=[N:17][O:18][C:19]=3[CH3:20])=[O:14])[CH:12]=2)=[O:7])[CH2:3][CH2:2]1.C1(NC(C2NC=C(C(C3C(C4C=CC=C([F:55])C=4)=NOC=3C)=O)C=2)=O)CCC1>>[CH:4]1([NH:5][C:6]([C:8]2[N:9]([CH3:28])[CH:10]=[C:11]([C:13]([C:15]3[C:16]([C:21]4[CH:26]=[CH:25][CH:24]=[C:23]([F:55])[CH:22]=4)=[N:17][O:18][C:19]=3[CH3:20])=[O:14])[CH:12]=2)=[O:7])[CH2:2][CH2:3][CH2:1]1. Procedure: According to the procedure described for the synthesis of 4-(5-methyl-3-(4-fluorophenyl)-isoxazole-4-carbonyl)-1-methyl-pyrrole-2-carboxylic acid (cyclopropylmethyl)-amide (Example 229, step 3), the title compound was synthesized from 4-[5-methyl-3-(3-fluorophenyl)-isoxazole-4-carbonyl)-1H-pyrrole-2-carboxylic acid cyclobutylamide (example 174) in 34.2% yield as white solid. (m/e): 382.1 (M+1; 100%). Reactants: C(C1=CC=CC=C1)N1CCC(CC1)NC1=C(C=CC=C1)CN (1-benzyl-4-[N-(o-aminomethylphenyl)-amino]-piperidine), C(=O)(N1C=NC=C1)N1C=NC=C1 (1,1'-carbonyldiimidazole), resultant mixture. Reaction SMILES: [CH2:1]([N:8]1[CH2:13][CH2:12][CH:11]([NH:14][C:15]2[CH:20]=[CH:19][CH:18]=[CH:17][C:16]=2[CH2:21][NH2:22])[CH2:10][CH2:9]1)[C:2]1[CH:7]=[CH:6][CH:5]=[CH:4][CH:3]=1.[C:23](N1C=CN=C1)(N1C=CN=C1)=[O:24]>C(#N)C>[CH2:1]([N:8]1[CH2:9][CH2:10][CH:11]([N:14]2[C:15]3[C:16](=[CH:17][CH:18]=[CH:19][CH:20]=3)[CH2:21][NH:22][C:23]2=[O:24])[CH2:12][CH2:13]1)[C:2]1[CH:3]=[CH:4][CH:5]=[CH:6][CH:7]=1. Isolated yield 48.7%. Solvent: C(C)#N (acetonitrile). The product is C(C1=CC=CC=C1)N1CCC(CC1)N1C(NCC2=CC=CC=C12)=O (1-Benzyl-4-[3,4-dihydro-2(1H)-quinazolinon-1-yl]-piperidine). Reported procedure: In this reference example, to the mixture of 23.0 g of 1-benzyl-4-[N-(o-aminomethylphenyl)-amino]-piperidine and 200 ml of acetonitrile, 17.4 g of 1,1'-carbonyldiimidazole is added over a period of 3 hours with stirring at 40° to 60° C. Then, the resultant mixture is refluxed with heating for one hour, brought back to room temperature and stirred at room temperature for 2 hours. The crystals deposited are separated by filtration, successively washed with water and methanol and dried to obtain 16...